This data is from the Open Reaction Database (ORD), a public repository of structured organic reaction records. The task is: describe an organic reaction: reactants, conditions, products, and yield The reactants are C(C)C1=CC2=C(N(C(N(C2=O)CCN2CCOCC2)=O)CC2=CC=C(C=C2)C2=C(C=CC=C2)C2=NOC(N2)=O)S1 (6-Ethyl-3-(2-morpholin-4-ylethyl)-1-{[2′-(5-oxo-4,5-dihydro-1,2,4-oxadiazol-3-yl)biphenyl-4-yl]methyl}thieno[2,3-d]pyrimidine-2,4(1H,3H)-dione), Cl (hydrochloric acid). The solvent is C(C)(=O)OCC (ethyl acetate), CC(=O)C (acetone). The product is Cl.C(C)C1=CC2=C(N(C(N(C2=O)CCN2CCOCC2)=O)CC2=CC=C(C=C2)C2=C(C=CC=C2)C2=NOC(N2)=O)S1 (6-ethyl-3-(2-morpholin-4-ylethyl)-1-{[2′-(5-oxo-4,5-dihydro-1,2,4-oxadiazol-3-yl)biphenyl-4-yl]methyl}thieno[2,3-d]pyrimidine-2,4(1H,3H)-dione hydrochloride). Yield: 60.0%. Reaction SMILES: [CH2:1]([C:3]1[S:40][C:6]2[N:7]([CH2:21][C:22]3[CH:27]=[CH:26][C:25]([C:28]4[CH:33]=[CH:32][CH:31]=[CH:30][C:29]=4[C:34]4[NH:38][C:37](=[O:39])[O:36][N:35]=4)=[CH:24][CH:23]=3)[C:8](=[O:20])[N:9]([CH2:12][CH2:13][N:14]3[CH2:19][CH2:18][O:17][CH2:16][CH2:15]3)[C:10](=[O:11])[C:5]=2[CH:4]=1)[CH3:2].[ClH:41]>C(OCC)(=O)C.CC(C)=O>[ClH:41].[CH2:1]([C:3]1[S:40][C:6]2[N:7]([CH2:21][C:22]3[CH:27]=[CH:26][C:25]([C:28]4[CH:33]=[CH:32][CH:31]=[CH:30][C:29]=4[C:34]4[NH:38][C:37](=[O:39])[O:36][N:35]=4)=[CH:24][CH:23]=3)[C:8](=[O:20])[N:9]([CH2:12][CH2:13][N:14]3[CH2:15][CH2:16][O:17][CH2:18][CH2:19]3)[C:10](=[O:11])[C:5]=2[CH:4]=1)[CH3:2] |f:4.5|. Reported procedure: 6-Ethyl-3-(2-morpholin-4-ylethyl)-1-{[2′-(5-oxo-4,5-dihydro-1,2,4-oxadiazol-3-yl)biphenyl-4-yl]methyl}thieno[2,3-d]pyrimidine-2,4(1H,3H)-dione (0.26 g) was dissolved in ethyl acetate (8 mL) and acetone (2 mL), and 4N hydrochloric acid (ethyl acetate solution, 0.11 mL) was added. The precipitated solid was collected by filtration to give the title compound as colorless crystals (0.16. g, 60%). The reactants are CCCC(NC(=O)Cc1ccc(CCl)c(OCC)c1)c1ccccc1N1CCCCC1, ClCCl, CCCC[N+](CCCC)(CCCC)Cc1ccccc1, [Cl-], [I-], [K+], N#C[Na], O. Product: CCCC(NC(=O)Cc1ccc(CC#N)c(OCC)c1)c1ccccc1N1CCCCC1. RXN SMILES: [CH2:1]([CH3:2])[O:3][c:4]1[c:5]([CH2:6][Cl:7])[cH:8][cH:9][c:10]([CH2:12][C:13](=[O:14])[NH:15][CH:16]([CH2:17][CH2:18][CH3:19])[c:20]2[c:21]([N:26]3[CH2:27][CH2:28][CH2:29][CH2:30][CH2:31]3)[cH:22][cH:23][cH:24][cH:25]2)[cH:11]1.[CH2:37]([Cl:38])[Cl:39].[CH2:42]([N+:43]([CH2:44][CH2:45][CH2:46][CH3:47])([CH2:48][CH2:49][CH2:50][CH3:51])[CH2:52][CH2:53][CH2:54][CH3:55])[c:56]1[cH:57][cH:58][cH:59][cH:60][cH:61]1.[Cl-:41].[I-:36].[K+:35].[Na:32][C:33]#[N:34].[OH2:40]>>[CH2:1]([CH3:2])[O:3][c:4]1[c:5]([CH2:6][C:33]#[N:34])[cH:8][cH:9][c:10]([CH2:12][C:13](=[O:14])[NH:15][CH:16]([CH2:17][CH2:18][CH3:19])[c:20]2[c:21]([N:26]3[CH2:27][CH2:28][CH2:29][CH2:30][CH2:31]3)[cH:22][cH:23][cH:24][cH:25]2)[cH:11]1. The reactants are CC(C)(C)OC(=O)NC1(C(=O)NC(C#N)Cc2ccc(-c3ccc4c(c3)CS(=O)(=O)C4)cc2)CCOCC1, CO, O=CO. Yields the product N#CC(Cc1ccc(-c2ccc3c(c2)CS(=O)(=O)C3)cc1)NC(=O)C1(N)CCOCC1. Reaction SMILES: [C:1](#[N:2])[CH:3]([CH2:4][c:5]1[cH:6][cH:7][c:8](-[c:11]2[cH:12][c:13]3[c:14]([cH:20][cH:21]2)[CH2:15][S:16](=[O:18])(=[O:19])[CH2:17]3)[cH:9][cH:10]1)[NH:22][C:23](=[O:24])[C:25]1([NH:31][C:32](=[O:33])[O:34][C:35]([CH3:36])([CH3:37])[CH3:38])[CH2:26][CH2:27][O:28][CH2:29][CH2:30]1.[CH3:42][OH:43].[CH:39]([OH:40])=[O:41]>>[C:1](#[N:2])[CH:3]([CH2:4][c:5]1[cH:6][cH:7][c:8](-[c:11]2[cH:12][c:13]3[c:14]([cH:20][cH:21]2)[CH2:15][S:16](=[O:18])(=[O:19])[CH2:17]3)[cH:9][cH:10]1)[NH:22][C:23](=[O:24])[C:25]1([NH2:31])[CH2:26][CH2:27][O:28][CH2:29][CH2:30]1. The reactants are CC(C)O, ClCCl, O=P(O)(O)O, N#CCC(C1CCCC1)n1cc(-c2ncnc3[nH]ccc23)cn1. Yields the product O=P(O)(O)O, N#CCC(C1CCCC1)n1cc(-c2ncnc3[nH]ccc23)cn1. As a reaction SMILES: [CH3:32][CH:33]([OH:34])[CH3:35].[Cl:29][CH2:30][Cl:31].[P:24]([OH:25])([OH:26])([OH:27])=[O:28].[n:1]1[cH:2][n:3][c:4](-[c:10]2[cH:11][n:12][n:13]([CH:15]([CH2:16][C:17]#[N:18])[CH:19]3[CH2:20][CH2:21][CH2:22][CH2:23]3)[cH:14]2)[c:5]2[c:6]1[nH:7][cH:8][cH:9]2>>[P:24](=[O:25])([OH:26])([OH:27])[OH:28].[n:1]1[cH:2][n:3][c:4](-[c:10]2[cH:11][n:12][n:13]([CH:15]([CH2:16][C:17]#[N:18])[CH:19]3[CH2:20][CH2:21][CH2:22][CH2:23]3)[cH:14]2)[c:5]2[c:6]1[nH:7][cH:8][cH:9]2. Starting materials: CC(=O)O, COCCCOc1cccc(N)c1, N#CO[K], O. Yields the product COCCCOc1cccc(NC(N)=O)c1. As a reaction SMILES: [CH3:14][C:15](=[O:16])[OH:17].[CH3:1][O:2][CH2:3][CH2:4][CH2:5][O:6][c:7]1[cH:8][c:9]([NH2:10])[cH:11][cH:12][cH:13]1.[K:18][O:19][C:20]#[N:21].[OH2:22]>>[CH3:1][O:2][CH2:3][CH2:4][CH2:5][O:6][c:7]1[cH:8][c:9]([NH:10][C:20](=[O:19])[NH2:21])[cH:11][cH:12][cH:13]1. Starting materials: Cc1ncc(-c2ccccc2)cc1C(=O)O, Cc1ccc(S)cc1, CN(C)c1ccncc1, CCOC(C)=O, O=C(Cl)C(=O)Cl, ClCCl, c1ccncc1. Yields the product Cc1ccc(SC(=O)c2cc(-c3ccccc3)cnc2C)cc1. RXN SMILES: [CH3:1][c:2]1[c:3]([C:4](=[O:5])[OH:6])[cH:7][c:8](-[c:11]2[cH:12][cH:13][cH:14][cH:15][cH:16]2)[cH:9][n:10]1.[CH3:29][c:30]1[cH:31][cH:32][c:33]([SH:36])[cH:34][cH:35]1.[CH3:40][N:41]([CH3:42])[c:43]1[cH:44][cH:45][n:46][cH:47][cH:48]1.[CH3:49][CH2:50][O:51][C:52]([CH3:53])=[O:54].[Cl:17][C:18]([C:19]([Cl:20])=[O:21])=[O:22].[Cl:37][CH2:38][Cl:39].[cH:23]1[cH:24][cH:25][n:26][cH:27][cH:28]1>>[CH3:1][c:2]1[c:3]([C:4](=[O:6])[S:36][c:33]2[cH:32][cH:31][c:30]([CH3:29])[cH:35][cH:34]2)[cH:7][c:8](-[c:11]2[cH:12][cH:13][cH:14][cH:15][cH:16]2)[cH:9][n:10]1. The reactants are CC(C)(C)P(c1ccccc1-c1ccccc1)C(C)(C)C, CCCCCCCN(CCc1csc(SC(C)(C)C(=O)OC(C)(C)C)n1)c1ncc(Br)cn1, C1COCCN1, CC(C)(C)[O-], Cc1ccccc1, [Na+], O=C(C=Cc1ccccc1)C=Cc1ccccc1, O=C(C=Cc1ccccc1)C=Cc1ccccc1, O=C(C=Cc1ccccc1)C=Cc1ccccc1, [Pd], [Pd]. Product: CCCCCCCN(CCc1csc(SC(C)(C)C(=O)OC(C)(C)C)n1)c1ncc(N2CCOCC2)cn1. RXN SMILES: [C:1]([P:2]([C:3]([CH3:4])([CH3:5])[CH3:6])[c:7]1[cH:8][cH:9][cH:10][cH:11][c:12]1-[c:13]1[cH:14][cH:15][cH:16][cH:17][cH:18]1)([CH3:19])([CH3:20])[CH3:21].[C:28]([CH3:29])([CH3:30])([CH3:31])[O:32][C:33]([C:34]([CH3:35])([CH3:36])[S:37][c:38]1[s:39][cH:40][c:41]([CH2:43][CH2:44][N:45]([CH2:46][CH2:47][CH2:48][CH2:49][CH2:50][CH2:51][CH3:52])[c:53]2[n:54][cH:55][c:56]([Br:59])[cH:57][n:58]2)[n:42]1)=[O:60].[CH2:61]1[CH2:62][O:63][CH2:64][CH2:65][NH:66]1.[CH3:22][C:23]([CH3:24])([O-:25])[CH3:26].[CH3:67][c:68]1[cH:69][cH:70][cH:71][cH:72][cH:73]1.[Na+:27].[O:112]=[C:113]([CH:114]=[CH:115][c:116]1[cH:117][cH:118][cH:119][cH:120][cH:121]1)[CH:122]=[CH:123][c:124]1[cH:125][cH:126][cH:127][cH:128][cH:129]1.[O:76]=[C:77]([CH:78]=[CH:79][c:80]1[cH:81][cH:82][cH:83][cH:84][cH:85]1)[CH:86]=[CH:87][c:88]1[cH:89][cH:90][cH:91][cH:92][cH:93]1.[O:94]=[C:95]([CH:96]=[CH:97][c:98]1[cH:99][cH:100][cH:101][cH:102][cH:103]1)[CH:104]=[CH:105][c:106]1[cH:107][cH:108][cH:109][cH:110][cH:111]1.[Pd:74].[Pd:75]>>[C:28]([CH3:29])([CH3:30])([CH3:31])[O:32][C:33]([C:34]([CH3:35])([CH3:36])[S:37][c:38]1[s:39][cH:40][c:41]([CH2:43][CH2:44][N:45]([CH2:46][CH2:47][CH2:48][CH2:49][CH2:50][CH2:51][CH3:52])[c:53]2[n:54][cH:55][c:56]([N:66]3[CH2:61][CH2:62][O:63][CH2:64][CH2:65]3)[cH:57][n:58]2)[n:42]1)=[O:60].